This data is from the Open Reaction Database (ORD), a public repository of structured organic reaction records. The task is: describe an organic reaction: reactants, conditions, products, and yield Starting materials: Cc2ccc(B1OCC(C)(C)CO1)cc2 (effective_coupling_partner), COc2ccc1ncccc1c2 (substrate). The reagents and catalysts are ICy. Conditions: temperature 120 celsius, time 12 hour. The product is Cc3ccc(c2ccc1ncccc1c2)cc3. Starting materials: CC(C)(C)OC(=O)CCc1ccc(O[Si](c2ccccc2)(c2ccccc2)C(C)(C)C)cc1CBr, O=C([O-])[O-], [Cs+], [Cs+], Oc1ccc(C(F)(F)F)cc1, CN(C)C=O. Yields the product CC(C)(C)OC(=O)CCc1ccc(O[Si](c2ccccc2)(c2ccccc2)C(C)(C)C)cc1COc1ccc(C(F)(F)F)cc1. RXN SMILES: [C:1]([CH3:2])([CH3:3])([CH3:4])[O:5][C:6]([CH2:7][CH2:8][c:9]1[c:10]([CH2:33][Br:34])[cH:11][c:12]([O:15][Si:16]([c:17]2[cH:18][cH:19][cH:20][cH:21][cH:22]2)([c:23]2[cH:24][cH:25][cH:26][cH:27][cH:28]2)[C:29]([CH3:30])([CH3:31])[CH3:32])[cH:13][cH:14]1)=[O:35].[C:47](=[O:48])([O-:49])[O-:50].[Cs+:51].[Cs+:52].[F:36][C:37]([c:38]1[cH:39][cH:40][c:41]([OH:44])[cH:42][cH:43]1)([F:45])[F:46].[O:53]=[CH:54][N:55]([CH3:56])[CH3:57]>>[C:1]([CH3:2])([CH3:3])([CH3:4])[O:5][C:6]([CH2:7][CH2:8][c:9]1[c:10]([CH2:33][O:44][c:41]2[cH:40][cH:39][c:38]([C:37]([F:36])([F:45])[F:46])[cH:43][cH:42]2)[cH:11][c:12]([O:15][Si:16]([c:17]2[cH:18][cH:19][cH:20][cH:21][cH:22]2)([c:23]2[cH:24][cH:25][cH:26][cH:27][cH:28]2)[C:29]([CH3:30])([CH3:31])[CH3:32])[cH:13][cH:14]1)=[O:35]. Starting materials: O (water), [Cl-].[Li+] (Lithium chloride), O (water), C(CCCCCC=C)C(C(=O)OCC)(C(=O)OCC)CCCCC(C(F)(F)F)(F)F (diethyl 2-(7-octenyl)-2-(5,5,6,6,6-pentafluorohexyl)malonate). Run in CS(=O)C (dimethyl sulfoxide). Run at temperature 180 celsius, time 16 hour. Yields the product FC(CCCCC(C(=O)OCC)CCCCCCC=C)(C(F)(F)F)F (ethyl 2-(5,5,6,6,6-pentafluorohexyl)-9-decenoate). Yield: 78.8%. As a reaction SMILES: [Cl-].[Li+].O.[CH2:4]([C:12]([CH2:23][CH2:24][CH2:25][CH2:26][C:27]([F:33])([F:32])[C:28]([F:31])([F:30])[F:29])(C(OCC)=O)[C:13]([O:15][CH2:16][CH3:17])=[O:14])[CH2:5][CH2:6][CH2:7][CH2:8][CH2:9][CH:10]=[CH2:11]>CS(C)=O>[F:32][C:27]([F:33])([C:28]([F:29])([F:30])[F:31])[CH2:26][CH2:25][CH2:24][CH2:23][CH:12]([CH2:4][CH2:5][CH2:6][CH2:7][CH2:8][CH2:9][CH:10]=[CH2:11])[C:13]([O:15][CH2:16][CH3:17])=[O:14] |f:0.1|. Procedure details: Lithium chloride (401 mg, 9.540 mmol) and water (86 mg, 4.770 mmol) were added to a solution of diethyl 2-(7-octenyl)-2-(5,5,6,6,6-pentafluorohexyl)malonate (2.12 g, 4.770 mmol) in dimethyl sulfoxide (8 ml) followed by stirring for 16 hours at 180° C. After cooling, water was added to the reaction mixture, which was then extracted with ethyl acetate. The organic layer was washed with water and saturated aqueous sodium chloride, and then dried over anhydrous magnesium sulfate. After distilling of... The reactants are ClC(=O)OCC (Ethyl chloroformate), NC1=CC=C(C(=O)C=2N(C=CC2)COCC[Si](C)(C)C)C=C1 (2-(4-aminobenzoyl)-1-(2-trimethylsilylethoxymethyl)pyrrole). Solvent: N1=CC=CC=C1 (pyridine). Conditions: time 1.75 hour. Product: C(C)OC(=O)NC1=CC=C(C(=O)C=2N(C=CC2)COCC[Si](C)(C)C)C=C1 (2-(4-ethoxycarbonylaminobenzoyl)-1-(2-trimethylsilylethoxymethyl)pyrrole). Isolated yield 94.5%. As a reaction SMILES: Cl[C:2]([O:4][CH2:5][CH3:6])=[O:3].[NH2:7][C:8]1[CH:28]=[CH:27][C:11]([C:12]([C:14]2[N:15]([CH2:19][O:20][CH2:21][CH2:22][Si:23]([CH3:26])([CH3:25])[CH3:24])[CH:16]=[CH:17][CH:18]=2)=[O:13])=[CH:10][CH:9]=1>N1C=CC=CC=1>[CH2:5]([O:4][C:2]([NH:7][C:8]1[CH:9]=[CH:10][C:11]([C:12]([C:14]2[N:15]([CH2:19][O:20][CH2:21][CH2:22][Si:23]([CH3:24])([CH3:25])[CH3:26])[CH:16]=[CH:17][CH:18]=2)=[O:13])=[CH:27][CH:28]=1)=[O:3])[CH3:6]. Procedure details: Ethyl chloroformate (0.21 g, 1.95 mM) was added dropwise to a stirred solution of 2-(4-aminobenzoyl)-1-(2-trimethylsilylethoxymethyl)pyrrole (0.5 g. 1.58 mM) in pyridine (5 ml) at 5° C. After 5 minutes the cooling bath was removed and stirring continued for 1.75 hours. The mixture was treated with MeOH (2 ml) and evaporated and the residue partitioned between EtOAc and aqueous sodium bicarbonate solution. The organic layer was washed with water, aqueous citric acid, dried (MgSO4) and evaporated.... Reactants: II (iodine), C(=CC1=CC=CC=C1)C1=CC2=CC(=CC=C2C=C1)C=CC1=CC=CC=C1 (2,7-bis(styryl)naphthalene). Procedure: A small amount of iodine was added to a solution of 0.2 g/l of 2,7-bis(styryl)naphthalene, and the solution was irradiated with light from a high-pressure mercury lamp for 2 hr and then subjected to silica gel chromatography, and the separated product was recrystallized from benzene/ethanol as a solvent to obtain hexahelicene. As a reaction SMILES: II.[CH:3]([C:11]1[CH:20]=[CH:19][C:18]2[C:13](=[CH:14][C:15]([CH:21]=[CH:22][C:23]3[CH:28]=[CH:27][CH:26]=[CH:25][CH:24]=3)=[CH:16][CH:17]=2)[CH:12]=1)=[CH:4][C:5]1[CH:10]=[CH:9][CH:8]=[CH:7][CH:6]=1>>[CH:27]1[C:28]2[C:23](=[CH:22][CH:21]=[C:15]3[C:14]=2[C:13]2[C:18](=[CH:19][CH:20]=[C:11]4[C:12]=2[C:6]2[C:5](=[CH:10][CH:9]=[CH:8][CH:7]=2)[CH:4]=[CH:3]4)[CH:17]=[CH:16]3)[CH:24]=[CH:25][CH:26]=1. The product is C1=CC=CC2=CC=C3C=CC4=CC=C5C=CC6=CC=CC=C6C5=C4C3=C12 (hexahelicene). Starting materials: C(C=1C(O)=CC=CC1)=O (salicylaldehyde), [OH-].[K+] (potassium hydroxide), C (charcoal), Cl.N1=CC=C(C=C1)CCl (4-picolyl chloride hydrochloride). The solvent is CS(=O)C (DMSO), O (water), C(C)(=O)OCC (ethyl acetate). Run at time 1 hour. Product: N1=CC=C(C=C1)COC1=C(C=O)C=CC=C1 (2-[(4-Pyridyl)-methyloxy]-benzaldehyde). Isolated yield 62.1%. Reaction SMILES: [CH:1](=[O:9])[C:2]1[C:3](=[CH:5][CH:6]=[CH:7][CH:8]=1)[OH:4].[OH-].[K+].Cl.[N:13]1[CH:18]=[CH:17][C:16]([CH2:19]Cl)=[CH:15][CH:14]=1.C>CS(C)=O.C(OCC)(=O)C.O>[N:13]1[CH:18]=[CH:17][C:16]([CH2:19][O:4][C:3]2[CH:5]=[CH:6][CH:7]=[CH:8][C:2]=2[CH:1]=[O:9])=[CH:15][CH:14]=1 |f:1.2,3.4|. Procedure: A solution of salicylaldehyde (5 g, 40.9 mmol) in DMSO (75 mL) was treated with crushed potassium hydroxide (5.4 g, 81.8 mmol) and allowed to stir at room temperature for 1 hour. This was then treated with 4-picolyl chloride hydrochloride (6.8 g, 40.9 mmol) and the dark mixture allowed to stir overnight. The mixture was poured into water and extracted twice with ethyl acetate. The combined ethyl acetate extracts were washed with 5% NaOH, three times with water then with brine. Drying over MgSO4 ... Solvent: CC(=O)C (acetone). Reaction SMILES: [CH:1]([C:4]1[CH:9]=[CH:8][C:7]([SH:10])=[CH:6][CH:5]=1)([CH3:3])[CH3:2].Cl[CH2:12][C:13](=O)[CH3:14].C([O-])([O-])=O.[K+].[K+]>CC(C)=O>[CH:1]([C:4]1[CH:5]=[CH:6][C:7]2[S:10][CH:12]=[C:13]([CH3:14])[C:8]=2[CH:9]=1)([CH3:3])[CH3:2] |f:2.3.4|. The product is C(C)(C)C=1C=CC2=C(C(=CS2)C)C1 (5-Isopropyl-3-methylbenzothiophene). Procedure: A mixture of 4-isopropyl-thiophenol (5.0 g, 32.8 mmol), chloroacetone (7.0 mL, 88 mmol) and K2CO3 (6.4 g, 46.3 mmol) in acetone (100 mL) was refluxed over night. More K2CO3 (2 g, 14.5 mmol) and chloroacetone (3.5 mL, 43 mmol) were added and the reaction mixture was heated for another 5 h. The reaction mixture was filtered and the solvent was evaporated. The crude product was mixed with polyphosphoric acid (15 g) and chlorobenzene (100 mL) and the reaction mixture was heated at reflux for 5 h. (P... Reactants: C(C)(C)C1=CC=C(C=C1)S (4-isopropyl-thiophenol), ClCC(C)=O (chloroacetone), C(=O)([O-])[O-].[K+].[K+] (K2CO3), C(=O)([O-])[O-].[K+].[K+] (K2CO3), ClCC(C)=O (chloroacetone). The yield is 67.3%.